Dataset: the Open Reaction Database (ORD), a public repository of structured organic reaction records. Task: describe an organic reaction: reactants, conditions, products, and yield Solvent: CN(C)C=O (DMF), CN(C)C=O (DMF). Reactants: ClC1=CC(=CC=C1)C(=O)OO (3-chloroperbenzoic acid), CC(C)C1=CC=C(C=C1)SC1=CC=CN2C1=NS(CC2)(=O)=O (9-{[4-(1-methylethyl)phenyl]sulfanyl}-3,4-dihydropyrido[2,1-c][1,2,4]thiadiazine 2,2-dioxide), S(=O)([O-])[O-].[Na+].[Na+] (sodium sulfite). Isolated yield 47.0%. Procedure details: To a mixture of 9-{[4-(1-methylethyl)phenyl]sulfanyl}-3,4-dihydropyrido[2,1-c][1,2,4]thiadiazine 2,2-dioxide (137.4 mg) in dehydrated DMF (3 mL) was added a mixture of 3-chloroperbenzoic acid (75%, 99 mg) in dehydrated DMF (3 mL) under ice-cooling, and the mixture was stirred at room temperature overnight. To the reaction mixture was added saturated aqueous sodium sulfite solution, and the mixture was extracted with ethyl acetate. The organic layer was washed with saturated aqueous sodium hydrog... Conditions: time 8 hour. RXN SMILES: [CH3:1][CH:2]([C:4]1[CH:9]=[CH:8][C:7]([S:10][C:11]2[C:16]3=[N:17][S:18](=[O:22])(=[O:21])[CH2:19][CH2:20][N:15]3[CH:14]=[CH:13][CH:12]=2)=[CH:6][CH:5]=1)[CH3:3].ClC1C=CC=C(C(OO)=[O:31])C=1.S([O-])([O-])=O.[Na+].[Na+]>CN(C=O)C>[CH3:3][CH:2]([C:4]1[CH:5]=[CH:6][C:7]([S:10]([C:11]2[C:16]3=[N:17][S:18](=[O:22])(=[O:21])[CH2:19][CH2:20][N:15]3[CH:14]=[CH:13][CH:12]=2)=[O:31])=[CH:8][CH:9]=1)[CH3:1] |f:2.3.4|. The product is CC(C)C1=CC=C(C=C1)S(=O)C1=CC=CN2C1=NS(CC2)(=O)=O (9-{[4-(1-methylethyl)phenyl]sulfinyl}-3,4-dihydropyrido[2,1-c][1,2,4]thiadiazine 2,2-dioxide). Starting materials: C(C=C)O (allyl alcohol), N(=NC(=O)OC(C)C)C(=O)OC(C)C (diisopropyl azodicarboxylate), C(C=C)N(C[C@@H](C)NS(=O)(=O)C1=C(C=CC=C1)[N+](=O)[O-])C(=O)OC(C)(C)C ((R)—N-[1-{allyl(tert-butoxycarbonyl)amino}propan-2-yl]-2-nitrobenzenesulfonamide), C1(=CC=CC=C1)P(C1=CC=CC=C1)C1=CC=CC=C1 (triphenylphosphine). The solvent is O1CCCC1 (tetrahydrofuran), O (water). Yields the product C(C=C)N(S(=O)(=O)C1=C(C=CC=C1)[N+](=O)[O-])[C@@H](CN(C(=O)OC(C)(C)C)CC=C)C ((R)—N-allyl-N-[1-{allyl(tert-butoxycarbonyl)amino}propan-2-yl]-2-nitrobenzenesulfonamide). RXN SMILES: [CH2:1](O)[CH:2]=[CH2:3].N(C(OC(C)C)=O)=NC(OC(C)C)=O.[CH2:19]([N:22]([C:39]([O:41][C:42]([CH3:45])([CH3:44])[CH3:43])=[O:40])[CH2:23][C@H:24]([NH:26][S:27]([C:30]1[CH:35]=[CH:34][CH:33]=[CH:32][C:31]=1[N+:36]([O-:38])=[O:37])(=[O:29])=[O:28])[CH3:25])[CH:20]=[CH2:21].C1(P(C2C=CC=CC=2)C2C=CC=CC=2)C=CC=CC=1>O1CCCC1.O>[CH2:3]([N:26]([C@H:24]([CH3:25])[CH2:23][N:22]([CH2:19][CH:20]=[CH2:21])[C:39]([O:41][C:42]([CH3:44])([CH3:43])[CH3:45])=[O:40])[S:27]([C:30]1[CH:35]=[CH:34][CH:33]=[CH:32][C:31]=1[N+:36]([O-:38])=[O:37])(=[O:28])=[O:29])[CH:2]=[CH2:1]. Procedure: 0.4 mL of allyl alcohol and 1.5 mL of diisopropyl azodicarboxylate were added dropwise at room temperature in an argon atmosphere to a solution containing 1 g of the compound obtained in Step 2 and 2 g of triphenylphosphine dissolved in 100 mL of tetrahydrofuran, and then reacted for 16 hours. The reaction solution was diluted with water, followed by extraction with ethyl acetate (100 mL×2). Then, the extract was dried over anhydrous sodium sulfate. After filtration, the filtrate was concentrate... Starting materials: C[Si](C)(C)[N-][Si](C)(C)C.[K+] (potassium bistrimethylsilylamide), O1CCCC1 (tetrahydrofuran), COC(=O)CCN(C(C(=O)OC)CC)CCC ((±)-methyl 2-(2-methoxycarbonylethyl(1-propyl)amino)butyrate). The solvent is C1(=CC=CC=C1)C (toluene). Conditions: temperature -20 celsius. Yields the product C(=O)(OC)[C@H]1C(C[C@@H](N(C1)CCC)C)=O ((±)-trans-5-carbomethoxy-2-methyl-4-oxo-1-propyl piperidine). As a reaction SMILES: C[Si]([N-][Si](C)(C)C)(C)C.[K+].[CH3:11][O:12][C:13]([CH2:15][CH2:16][N:17]([CH2:25][CH2:26][CH3:27])[CH:18]([CH2:23][CH3:24])[C:19](OC)=O)=[O:14].[O:28]1CCCC1>C1(C)C=CC=CC=1>[C:13]([C@@H:15]1[CH2:16][N:17]([CH2:25][CH2:26][CH3:27])[C@@H:18]([CH3:19])[CH2:23][C:24]1=[O:28])([O:12][CH3:11])=[O:14] |f:0.1|. Procedure: To a stirred solution of 162 mL of 0.5M potassium bistrimethylsilylamide in toluene and 600 mL of anhydrous tetrahydrofuran cooled to -78° C. under nitrogen atmosphere was added dropwise a solution of 7.5 g of (±)-methyl 2-(2-methoxycarbonylethyl(1-propyl)amino)butyrate in 50 mL of dry (tetrahydrofuran over 20 min, keeping the internal temperature under -70° C. The mixture was allowed to warm to -20° C. for 2 h, then quenched with 100 mL of saturated aqueous sodium bicarbonate and extracted into... Reactants: COc1cccc(Sc2cnc(NC(=S)NC(=O)c3ccccc3)c(Oc3ccc(F)cc3Br)c2)c1, CCO, [Na+], [OH-], O. The product is COc1cccc(Sc2cnc(NC(N)=S)c(Oc3ccc(F)cc3Br)c2)c1. RXN SMILES: [C:1](=[O:2])([c:3]1[cH:4][cH:5][cH:6][cH:7][cH:8]1)[NH:9][C:10](=[S:11])[NH:12][c:13]1[n:14][cH:15][c:16]([S:28][c:29]2[cH:30][c:31]([O:35][CH3:36])[cH:32][cH:33][cH:34]2)[cH:17][c:18]1[O:19][c:20]1[c:21]([Br:27])[cH:22][c:23]([F:26])[cH:24][cH:25]1.[CH3:37][CH2:38][OH:39].[Na+:41].[OH-:40].[OH2:42]>>[NH2:9][C:10](=[S:11])[NH:12][c:13]1[n:14][cH:15][c:16]([S:28][c:29]2[cH:30][c:31]([O:35][CH3:36])[cH:32][cH:33][cH:34]2)[cH:17][c:18]1[O:19][c:20]1[c:21]([Br:27])[cH:22][c:23]([F:26])[cH:24][cH:25]1. The reactants are P(=O)(OC(C)(C)C)(OC(C)(C)C)OCCNS(=O)(=O)C1=CC2=C(C=3C(CNC3C=C2[N+](=O)[O-])CCl)C=C1 (di(tert-butyl) 2-({[1-(chloromethyl)-5-nitro-1,2-dihydro-3H-benzo[e]indol-7-yl]sulfonyl}amino)ethyl phosphate), Cl.CN(CCOC=1C=C2C=C(NC2=CC1)C(=O)O)C (5-[2-(dimethylamino)ethoxy]indole-2-carboxylic acid hydrochloride), CCN=C=NCCCN(C)C (EDCI), CC=1C=CC(=CC1)S(=O)(=O)O (TsOH). Solvent: CC(=O)N(C)C (DMA). Run at time 3.5 hour. Yields the product P(=O)(OC(C)(C)C)(OC(C)(C)C)OCCNS(=O)(=O)C1=CC2=C(C=3C(CN(C3C=C2[N+](=O)[O-])C(=O)C=2NC3=CC=C(C=C3C2)OCCN(C)C)CCl)C=C1 (di(tert-butyl) 2-({[1-(chloromethyl)-3-{5-[2-(dimethylamino)ethoxy]indol-2-carbonyl}-5-nitro-1,2-dihydro-3H-benzo[e]indol-7-yl]sulfonyl}amino)ethyl phosphate). Yield: 87.8%. As a reaction SMILES: [P:1]([O:13][CH2:14][CH2:15][NH:16][S:17]([C:20]1[CH:37]=[CH:36][C:23]2[C:24]3[CH:25]([CH2:34][Cl:35])[CH2:26][NH:27][C:28]=3[CH:29]=[C:30]([N+:31]([O-:33])=[O:32])[C:22]=2[CH:21]=1)(=[O:19])=[O:18])([O:8][C:9]([CH3:12])([CH3:11])[CH3:10])([O:3][C:4]([CH3:7])([CH3:6])[CH3:5])=[O:2].Cl.[CH3:39][N:40]([CH3:56])[CH2:41][CH2:42][O:43][C:44]1[CH:45]=[C:46]2[C:50](=[CH:51][CH:52]=1)[NH:49][C:48]([C:53](O)=[O:54])=[CH:47]2.CCN=C=NCCCN(C)C.CC1C=CC(S(O)(=O)=O)=CC=1>CC(N(C)C)=O>[P:1]([O:13][CH2:14][CH2:15][NH:16][S:17]([C:20]1[CH:37]=[CH:36][C:23]2[C:24]3[CH:25]([CH2:34][Cl:35])[CH2:26][N:27]([C:53]([C:48]4[NH:49][C:50]5[C:46]([CH:47]=4)=[CH:45][C:44]([O:43][CH2:42][CH2:41][N:40]([CH3:56])[CH3:39])=[CH:52][CH:51]=5)=[O:54])[C:28]=3[CH:29]=[C:30]([N+:31]([O-:33])=[O:32])[C:22]=2[CH:21]=1)(=[O:19])=[O:18])([O:8][C:9]([CH3:12])([CH3:11])[CH3:10])([O:3][C:4]([CH3:7])([CH3:6])[CH3:5])=[O:2] |f:1.2|. Reported procedure: A mixture of 227 (351 mg, 0.61 mmol), 5-[2-(dimethylamino)ethoxy]indole-2-carboxylic acid hydrochloride (225 mg, 0.79 mmol), EDCI (466 mg, 2.4 mmol) and TsOH (21 mg, 0.12 mmol) in DMA (3 mL) was stirred at room temperature for 3.5 h and then cooled to 0° C. Ice-cold aqueous NaHCO3 was added, and the resulting precipitate was filtered off, washed with aqueous NaHCO3 and water, and dried. Trituration with acetone gave di(tert-butyl) 2-({[1-(chloromethyl)-3-{5-[2-(dimethylamino)ethoxy]indol-2-carbo... Starting materials: CCOC(=O)C1(C(=O)Nc2cccc3c2CCNC3)Cc2ccccc2C1, C1COCCO1, CO, CO, ClCCl, O. Product: O=C(O)C1(C(=O)Nc2cccc3c2CCNC3)Cc2ccccc2C1. As a reaction SMILES: [CH2:1]([CH3:2])[O:3][C:4](=[O:5])[C:6]1([C:15]([NH:16][c:17]2[c:18]3[c:23]([cH:24][cH:25][cH:26]2)[CH2:22][NH:21][CH2:20][CH2:19]3)=[O:27])[CH2:7][c:8]2[cH:9][cH:10][cH:11][cH:12][c:13]2[CH2:14]1.[CH2:28]1[O:29][CH2:30][CH2:31][O:32][CH2:33]1.[CH3:34][OH:35].[CH3:37][OH:38].[Cl:39][CH2:40][Cl:41].[OH2:36]>>[O:3]=[C:4]([OH:5])[C:6]1([C:15]([NH:16][c:17]2[c:18]3[c:23]([cH:24][cH:25][cH:26]2)[CH2:22][NH:21][CH2:20][CH2:19]3)=[O:27])[CH2:7][c:8]2[cH:9][cH:10][cH:11][cH:12][c:13]2[CH2:14]1.